This data is from the Open Reaction Database (ORD), a public repository of structured organic reaction records. The task is: describe an organic reaction: reactants, conditions, products, and yield The reactants are CC1C=CC2=CC(C(C)(C)C)CC(O)C2C1(CCC1CC(C(C)(C)C)C(O[SiH](C)C)C(=O)O1)O[SiH](C)C, CCC(Oc1c(C)cc(C)cc1C)C(=O)O. The product is CCC(Oc1c(C)cc(C)cc1C)C(=O)OC1CC(C(C)(C)C)C=C2C=CC(C)C(CCC3CC(C(C)(C)C)C(O[SiH](C)C)C(=O)O3)(O[SiH](C)C)C21. As a reaction SMILES: [C:17]([CH3:18])([CH3:19])([CH3:20])[CH:21]1[CH:22]=[C:23]2[CH:24]=[CH:25][CH:26]([CH3:53])[C:27]([CH2:32][CH2:33][CH:34]3[CH2:35][CH:36]([C:45]([CH3:46])([CH3:47])[CH3:48])[CH:37]([O:41][SiH:42]([CH3:43])[CH3:44])[C:38](=[O:40])[O:39]3)([O:49][SiH:50]([CH3:51])[CH3:52])[CH:28]2[CH:29]([OH:31])[CH2:30]1.[CH3:1][c:2]1[c:3]([O:4][CH:5]([C:6](=[O:7])[OH:8])[CH2:9][CH3:10])[c:11]([CH3:16])[cH:12][c:13]([CH3:15])[cH:14]1>>[CH3:1][c:2]1[c:3]([O:4][CH:5]([C:6]([O:7][CH:29]2[CH:28]3[C:23](=[CH:22][CH:21]([C:17]([CH3:18])([CH3:19])[CH3:20])[CH2:30]2)[CH:24]=[CH:25][CH:26]([CH3:53])[C:27]3([CH2:32][CH2:33][CH:34]2[CH2:35][CH:36]([C:45]([CH3:46])([CH3:47])[CH3:48])[CH:37]([O:41][SiH:42]([CH3:43])[CH3:44])[C:38](=[O:40])[O:39]2)[O:49][SiH:50]([CH3:51])[CH3:52])=[O:8])[CH2:9][CH3:10])[c:11]([CH3:16])[cH:12][c:13]([CH3:15])[cH:14]1.